Dataset: the Open Reaction Database (ORD), a public repository of structured organic reaction records. Task: describe an organic reaction: reactants, conditions, products, and yield Starting materials: C1(=CC=CC=C1)C(C#N)C1=CC=CC=C1 (diphenyl acetonitrile), [H][H] (hydrogen), ClCCC(=O)OCC (Ethyl 3-chloropropionate), [H-].[Na+] (sodium hydride), oil. Solvent: CN(C)C=O (DMF), CN(C=O)C (dimethylformamide). Run at time 1 hour. The product is C(=O)(OCC)CCC(C#N)(C1=CC=CC=C1)C1=CC=CC=C1 (4-carbethoxy-2,2-diphenylbutanenitrile). The yield is 37.5%. RXN SMILES: [H-].[Na+].[C:3]1([CH:9]([C:12]2[CH:17]=[CH:16][CH:15]=[CH:14][CH:13]=2)[C:10]#[N:11])[CH:8]=[CH:7][CH:6]=[CH:5][CH:4]=1.[H][H].Cl[CH2:21][CH2:22][C:23]([O:25][CH2:26][CH3:27])=[O:24]>CN(C)C=O>[C:23]([CH2:22][CH2:21][C:9]([C:3]1[CH:4]=[CH:5][CH:6]=[CH:7][CH:8]=1)([C:12]1[CH:13]=[CH:14][CH:15]=[CH:16][CH:17]=1)[C:10]#[N:11])([O:25][CH2:26][CH3:27])=[O:24] |f:0.1|. Procedure details: To a stirred suspension of sodium hydride (27 g of a 60% oil suspension) in 600 mL of dry dimethylformamide at room temperature was added over 1 hour a solution of diphenyl acetonitrile (130 g, o.67 mol) in 400 mL of DMF. the mixture was stirred until the evolution of hydrogen ceased, about 1 hour. Ethyl 3-chloropropionate (90 mL, 1 mol) was added dropwise over 1 hour and the resulting mixture was stirred for a further 1 hour, then it was partitioned between water and ether. The organic layer wa...